This data is from the Open Reaction Database (ORD), a public repository of structured organic reaction records. The task is: describe an organic reaction: reactants, conditions, products, and yield Starting materials: [N+](=O)([O-])C1=CC=C(C(=O)Cl)C=C1 (p-nitrobenzoyl chloride), C(C(C)C)(=O)NC=1NC(C=2N=CN([C@H]3C[C@H](O)[C@@H](CO)O3)C2N1)=O (2-N-isobutyryldeoxyguanosine). The solvent is N1=CC=CC=C1 (pyridine). Yields the product [N+](=O)([O-])C1=CC=C(C(=O)OC[C@@H]2[C@H](C[C@@H](O2)N2C=NC=3C(=O)NC(NC(C(C)C)=O)=NC23)O)C=C1 (5′-O-p-Nitrobenzoyl-2-N-Isobutyryldeoxyguanosine). RXN SMILES: [N+:1]([C:4]1[CH:12]=[CH:11][C:7]([C:8](Cl)=[O:9])=[CH:6][CH:5]=1)([O-:3])=[O:2].[C:13]([NH:18][C:19]1[NH:20][C:21](=[O:36])[C:22]2[N:23]=[CH:24][N:25]([C:34]=2[N:35]=1)[C@@H:26]1[O:33][C@H:30]([CH2:31][OH:32])[C@@H:28]([OH:29])[CH2:27]1)(=[O:17])[CH:14]([CH3:16])[CH3:15]>N1C=CC=CC=1>[N+:1]([C:4]1[CH:12]=[CH:11][C:7]([C:8]([O:32][CH2:31][C@H:30]2[O:33][C@@H:26]([N:25]3[C:34]4[N:35]=[C:19]([NH:18][C:13](=[O:17])[CH:14]([CH3:15])[CH3:16])[NH:20][C:21](=[O:36])[C:22]=4[N:23]=[CH:24]3)[CH2:27][C@@H:28]2[OH:29])=[O:9])=[CH:6][CH:5]=1)([O-:3])=[O:2]. Procedure details: The synthesis of this product is carried out by reacting 1.1 eq of p-nitrobenzoyl chloride with 2-N-isobutyryldeoxyguanosine for 16 hours in pyridine. After extraction with a dichloromethane/sodium bicarbonate mixture and evaporation to dryness, the product is taken up in chloroform. This product was not used because it was too insoluble.